Dataset: the Open Reaction Database (ORD), a public repository of structured organic reaction records. Task: describe an organic reaction: reactants, conditions, products, and yield RXN SMILES: [CH2:54]([Cl:55])[CH2:56][Cl:57].[F:1][c:2]1[cH:3][cH:4][c:5](-[c:8]2[n:9][n:10](-[c:13]3[c:14]([C:15](=[O:16])[NH:17][CH:18]([CH:19]([C:20](=[O:21])[OH:22])[OH:23])[CH2:24][c:25]4[cH:26][cH:27][cH:28][cH:29][cH:30]4)[cH:31][cH:32][cH:33][n:34]3)[cH:11][cH:12]2)[cH:6][cH:7]1.[NH2:35][CH2:36][CH2:37][c:38]1[cH:39][cH:40][cH:41][cH:42][cH:43]1.[OH:44][n:45]1[c:46]2[c:47]([cH:48][cH:49][cH:50][cH:51]2)[n:52][n:53]1>>[F:1][c:2]1[cH:3][cH:4][c:5](-[c:8]2[n:9][n:10](-[c:13]3[c:14]([C:15](=[O:16])[NH:17][CH:18]([CH:19]([C:20](=[O:22])[NH:35][CH2:36][CH2:37][c:38]4[cH:39][cH:40][cH:41][cH:42][cH:43]4)[OH:23])[CH2:24][c:25]4[cH:26][cH:27][cH:28][cH:29][cH:30]4)[cH:31][cH:32][cH:33][n:34]3)[cH:11][cH:12]2)[cH:6][cH:7]1. Yields the product O=C(NC(Cc1ccccc1)C(O)C(=O)NCCc1ccccc1)c1cccnc1-n1ccc(-c2ccc(F)cc2)n1. Starting materials: ClCCCl, O=C(NC(Cc1ccccc1)C(O)C(=O)O)c1cccnc1-n1ccc(-c2ccc(F)cc2)n1, NCCc1ccccc1, On1nnc2ccccc21.